This data is from the Open Reaction Database (ORD), a public repository of structured organic reaction records. The task is: describe an organic reaction: reactants, conditions, products, and yield Reactants: CC(CC(O)C(Cc1ccccc1)NC(=O)c1cc(-c2ccccc2)cc(N2CCCC2=O)c1)C(=O)NCCC(C)(C)C, CC(CC(O)C(N)Cc1ccccc1)C(=O)NC1CC2CCC1C2, O=C(O)c1cccc(N2CCCC2=O)c1F. The product is CC(CC(O)C(Cc1ccccc1)NC(=O)c1cccc(N2CCCC2=O)c1F)C(=O)NC1CC2CCC1C2. Reaction SMILES: [CH2:1]([CH:2]([NH:3][C:4](=[O:5])[c:6]1[cH:7][c:8](-[c:9]2[cH:10][cH:11][cH:12][cH:13][cH:14]2)[cH:15][c:16]([N:17]2[CH2:18][CH2:19][CH2:20][C:21]2=[O:22])[cH:23]1)[CH:24]([OH:25])[CH2:26][CH:27]([C:28](=[O:29])[NH:30][CH2:31][CH2:32][C:33]([CH3:34])([CH3:35])[CH3:36])[CH3:37])[c:38]1[cH:39][cH:40][cH:41][cH:42][cH:43]1.[CH:60]12[CH:61]([NH:67][C:68]([CH:69]([CH2:70][CH:71]([CH:72]([CH2:73][c:74]3[cH:75][cH:76][cH:77][cH:78][cH:79]3)[NH2:80])[OH:81])[CH3:82])=[O:83])[CH2:62][CH:63]([CH2:64][CH2:65]1)[CH2:66]2.[F:44][c:45]1[c:46]([C:47](=[O:48])[OH:49])[cH:50][cH:51][cH:52][c:53]1[N:54]1[C:55](=[O:59])[CH2:56][CH2:57][CH2:58]1>>[F:44][c:45]1[c:46]([C:47](=[O:49])[NH:80][CH:72]([CH:71]([CH2:70][CH:69]([C:68]([NH:67][CH:61]2[CH:60]3[CH2:65][CH2:64][CH:63]([CH2:62]2)[CH2:66]3)=[O:83])[CH3:82])[OH:81])[CH2:73][c:74]2[cH:75][cH:76][cH:77][cH:78][cH:79]2)[cH:50][cH:51][cH:52][c:53]1[N:54]1[C:55](=[O:59])[CH2:56][CH2:57][CH2:58]1. Starting materials: CC(C)C(C(C(C)C)=O)=O (2,5-dimethyl-3,4-hexanedione), C1(C(CCCC1)N)N (1,2-cyclohexanediamine), O (water). Run in C(C)(=O)O (acetic acid). Yields the product C(C)(C)C1=NC=2C(CCCC2N=C1C(C)C)=O (5,6,7,8-tetrahydro-2,3-diisopropyl-8-quinoxalinone). As a reaction SMILES: [CH3:1][CH:2]([C:4](=O)[C:5](=O)[CH:6]([CH3:8])[CH3:7])[CH3:3].[CH:11]1([NH2:18])[CH2:16][CH2:15][CH2:14][CH2:13][CH:12]1[NH2:17].[OH2:19]>C(O)(=O)C>[CH:2]([C:4]1[C:5]([CH:6]([CH3:8])[CH3:7])=[N:18][C:11]2[CH2:16][CH2:15][CH2:14][C:13](=[O:19])[C:12]=2[N:17]=1)([CH3:3])[CH3:1]. Reported procedure: 8.7 g of 2,5-dimethyl-3,4-hexanedione and 11.2 ml of 1,2-cyclohexanediamine were dissolved in 20 ml of acetic acid. The obtained solution was heated under reflux for 30 hours, cooled by allowing to stand, and poured into water, followed by the extraction with ethyl acetate. The organic phase was washed with a saturated aqueous solution of sodium hydrogencarbonate and a saturated aqueous solution of common salt, dried over anhydrous magnesium sulfate, and concentrated in a vacuum. The obtained re... Reactants: C([O-])([O-])=O.[Cs+].[Cs+] (caesium carbonate), CC1=C(C(=CC(=C1)[N+](=O)[O-])C)O (2,6-dimethyl-4-nitrophenol), Cl.ClCCN1CCCC1 (1-(2-chloroethyl)pyrrolidine hydrochloride). The product is CC1=C(OCCN2CCCC2)C(=CC(=C1)[N+](=O)[O-])C (1-[2-(2,6-dimethyl-4-nitrophenoxy)ethyl]pyrrolidine), desired product. RXN SMILES: [CH3:1][C:2]1[CH:7]=[C:6]([N+:8]([O-:10])=[O:9])[CH:5]=[C:4]([CH3:11])[C:3]=1[OH:12].Cl.Cl[CH2:15][CH2:16][N:17]1[CH2:21][CH2:20][CH2:19][CH2:18]1.C(=O)([O-])[O-].[Cs+].[Cs+]>>[CH3:1][C:2]1[CH:7]=[C:6]([N+:8]([O-:10])=[O:9])[CH:5]=[C:4]([CH3:11])[C:3]=1[O:12][CH2:15][CH2:16][N:17]1[CH2:21][CH2:20][CH2:19][CH2:18]1 |f:1.2,3.4.5|. Reported procedure: 1-[2-(2,6-dimethyl-4-nitrophenoxy)ethyl]pyrrolidine was prepared in a manner analogous to the alkylation described in Example 1, from 2,6-dimethyl-4-nitrophenol (1.0 g, 5.98 mmol), 1-(2-chloroethyl)pyrrolidine hydrochloride (1.52 g, 8.97 mmol) and caesium carbonate (5.83 g, 17.94 mmol) to give the desired product as a brown oil. 6H (CDCl3) 7.89 (2H, s), 3.96 (2H, t, J 6.1 Hz), 2.93 (2H, t, J 6.1 Hz), 2.65 (4H, m), 2.35 (6H, s) and 1.83 (4H, m). MS (ES+) 265 (MH+). Reactants: COC(=O)c1cc(-c2cnco2)ccc1OCc1ccccc1, [Na+], C1COCCO1, [OH-]. The product is O=C(O)c1cc(-c2cnco2)ccc1OCc1ccccc1. Reaction SMILES: [CH2:3]([c:4]1[cH:5][cH:6][cH:7][cH:8][cH:9]1)[O:10][c:11]1[c:12]([C:13](=[O:14])[O:15][CH3:16])[cH:17][c:18](-[c:21]2[cH:22][n:23][cH:24][o:25]2)[cH:19][cH:20]1.[Na+:2].[O:26]1[CH2:27][CH2:28][O:29][CH2:30][CH2:31]1.[OH-:1]>>[CH2:3]([c:4]1[cH:5][cH:6][cH:7][cH:8][cH:9]1)[O:10][c:11]1[c:12]([C:13](=[O:14])[OH:15])[cH:17][c:18](-[c:21]2[cH:22][n:23][cH:24][o:25]2)[cH:19][cH:20]1. The product is CCOCc1nc2c(N)nc3ccccc3c2n1CCCc1cc(-c2ccccc2)no1. Reaction SMILES: [CH3:34][CH2:35][O:36][CH2:37][CH3:38].[CH3:39][OH:40].[CH3:44][OH:45].[Cl:1][c:2]1[n:3][c:4]2[cH:5][cH:6][cH:7][cH:8][c:9]2[c:10]2[c:11]1[n:12][c:13]([CH2:29][O:30][CH2:31][CH3:32])[n:14]2[CH2:15][CH2:16][CH2:17][c:18]1[cH:19][c:20](-[c:23]2[cH:24][cH:25][cH:26][cH:27][cH:28]2)[n:21][o:22]1.[Cl:41][CH2:42][Cl:43].[NH3:33]>>[c:2]1([NH2:33])[n:3][c:4]2[cH:5][cH:6][cH:7][cH:8][c:9]2[c:10]2[c:11]1[n:12][c:13]([CH2:29][O:30][CH2:31][CH3:32])[n:14]2[CH2:15][CH2:16][CH2:17][c:18]1[cH:19][c:20](-[c:23]2[cH:24][cH:25][cH:26][cH:27][cH:28]2)[n:21][o:22]1. Starting materials: CCOCC, CO, CO, CCOCc1nc2c(Cl)nc3ccccc3c2n1CCCc1cc(-c2ccccc2)no1, ClCCl, N. Reactants: [Al], O=C1CCC(=O)N1Br, ClCCl, c1ccc(P(c2ccccc2)c2ccccc2)cc1, OCCOCc1ccc2ccccc2c1. The product is BrCCOCc1ccc2ccccc2c1. Reaction SMILES: [Al:46].[Br:1][N:2]1[C:3](=[O:4])[CH2:5][CH2:6][C:7]1=[O:8].[Cl:43][CH2:44][Cl:45].[c:9]1([P:10]([c:11]2[cH:12][cH:13][cH:14][cH:15][cH:16]2)[c:17]2[cH:18][cH:19][cH:20][cH:21][cH:22]2)[cH:23][cH:24][cH:25][cH:26][cH:27]1.[cH:28]1[c:29]([CH2:38][O:39][CH2:40][CH2:41][OH:42])[cH:30][cH:31][c:32]2[cH:33][cH:34][cH:35][cH:36][c:37]12>>[Br:1][CH2:41][CH2:40][O:39][CH2:38][c:29]1[cH:28][c:37]2[c:32]([cH:31][cH:30]1)[cH:33][cH:34][cH:35][cH:36]2. Starting materials: CC(C)(C)OC(=O)NC(Cc1ccccc1)C1CC(Cc2ccc(-c3ccccn3)cc2)C(=O)O1, CC(C)(C)[Si](C)(C)Cl, [Na+], C1COCCO1, [OH-], O, c1c[nH]cn1. Yields the product CC(C)(C)OC(=O)NC(Cc1ccccc1)C(CC(Cc1ccc(-c2ccccn2)cc1)C(=O)O)O[Si](C)(C)C(C)(C)C. Reaction SMILES: [C:1]([CH3:2])([CH3:3])([CH3:4])[O:5][C:6]([NH:7][CH:8]([CH2:9][c:10]1[cH:11][cH:12][cH:13][cH:14][cH:15]1)[CH:16]1[O:17][C:18](=[O:34])[CH:19]([CH2:21][c:22]2[cH:23][cH:24][c:25](-[c:28]3[n:29][cH:30][cH:31][cH:32][cH:33]3)[cH:26][cH:27]2)[CH2:20]1)=[O:35].[C:43]([CH3:44])([CH3:45])([CH3:46])[Si:47]([CH3:48])([CH3:49])[Cl:50].[Na+:37].[O:51]1[CH2:52][CH2:53][O:54][CH2:55][CH2:56]1.[OH-:36].[OH2:57].[nH:38]1[cH:39][cH:40][n:41][cH:42]1>>[C:1]([CH3:2])([CH3:3])([CH3:4])[O:5][C:6]([NH:7][CH:8]([CH2:9][c:10]1[cH:11][cH:12][cH:13][cH:14][cH:15]1)[CH:16]([O:17][Si:47]([C:43]([CH3:44])([CH3:45])[CH3:46])([CH3:48])[CH3:49])[CH2:20][CH:19]([C:18]([OH:34])=[O:36])[CH2:21][c:22]1[cH:23][cH:24][c:25](-[c:28]2[n:29][cH:30][cH:31][cH:32][cH:33]2)[cH:26][cH:27]1)=[O:35]. The reactants are [Al+3].[Cl-].[Cl-].[Cl-] (AlCl3), C(C)(=O)C1=CC(=C(OC=2C3=C(N=C(N2)NC2=CC=C(C#N)C=C2)C=CN3CC3=CC=CC=C3)C(=C1)C)C (4-(4-(4-acetyl-2,6-dimethylphenoxy)-5-benzyl-5H-pyrrolo[3,2-d]pyrimidin-2-ylamino)benzonitrile), C(Cl)(Cl)Cl (CHCl3). Solvent: ClC1=C(C=CC=C1)Cl (1,2-dichlorobenzene). Reaction conditions: temperature 160 celsius. Yields the product C(C)(=O)C1=CC(=C(OC=2C3=C(N=C(N2)NC2=CC=C(C#N)C=C2)C=CN3)C(=C1)C)C (4-(4-(4-Acetyl-2,6-dimethylphenoxy)-5H-pyrrolo[3,2-d]pyrimidin-2-ylamino)benzonitrile). Yield: 79.4%. As a reaction SMILES: [C:1]([C:4]1[CH:35]=[C:34]([CH3:36])[C:7]([O:8][C:9]2[C:10]3[N:26](CC4C=CC=CC=4)[CH:25]=[CH:24][C:11]=3[N:12]=[C:13]([NH:15][C:16]3[CH:23]=[CH:22][C:19]([C:20]#[N:21])=[CH:18][CH:17]=3)[N:14]=2)=[C:6]([CH3:37])[CH:5]=1)(=[O:3])[CH3:2].[Al+3].[Cl-].[Cl-].[Cl-].C(Cl)(Cl)Cl>ClC1C=CC=CC=1Cl>[C:1]([C:4]1[CH:5]=[C:6]([CH3:37])[C:7]([O:8][C:9]2[C:10]3[NH:26][CH:25]=[CH:24][C:11]=3[N:12]=[C:13]([NH:15][C:16]3[CH:17]=[CH:18][C:19]([C:20]#[N:21])=[CH:22][CH:23]=3)[N:14]=2)=[C:34]([CH3:36])[CH:35]=1)(=[O:3])[CH3:2] |f:1.2.3.4|. Procedure details: To a suspension of 4-(4-(4-acetyl-2,6-dimethylphenoxy)-5-benzyl-5H-pyrrolo[3,2-d]pyrimidin-2-ylamino)benzonitrile (65 mg, 0.13 mmol) in 1,2-dichlorobenzene (5.3 mL) was added AlCl3 (178 mg, 1.3 mmol). The reaction mixture was heated at 160° C. for 1.5 h, after which time the reaction mixture became dark and homogeneous. Upon completion of the reaction, the reaction mixture was cooled, CHCl3 was added, and the mixture was washed with NH4Cl. The combined organic layers were washed with brine, drie...